From a dataset of the Open Reaction Database (ORD), a public repository of structured organic reaction records. describe an organic reaction: reactants, conditions, products, and yield Starting materials: C(C)(=O)O (acetic acid), C(C)(=O)SCC(C)[C@H]1CC[C@H]2[C@@H]3CCC4=C(C(CC[C@]4(C)[C@H]3CC[C@]12C)=O)[N+](=O)[O-] (20-acetylthiomethyl-4-nitropregn-4-en-3-one), [Li+].[OH-] (LiOH), C1CCOC1 (THF). The solvent is CO (methanol). Reaction conditions: temperature 50 celsius, time 1 hour. Yields the product SCC(C)[C@H]1CC[C@H]2[C@@H]3CCC4=C(C(CC[C@]4(C)[C@H]3CC[C@]12C)=O)[N+](=O)[O-] (20-mercaptomethyl-4-nitropregn-4-en-3-one). Isolated yield 51.1%. As a reaction SMILES: C([S:4][CH2:5][CH:6]([C@@H:8]1[C@:25]2([CH3:26])[C@H:11]([C@H:12]3[C@H:22]([CH2:23][CH2:24]2)[C@:20]2([CH3:21])[C:15](=[C:16]([N+:28]([O-:30])=[O:29])[C:17](=[O:27])[CH2:18][CH2:19]2)[CH2:14][CH2:13]3)[CH2:10][CH2:9]1)[CH3:7])(=O)C.C1COCC1.[Li+].[OH-].C(O)(=O)C>CO>[SH:4][CH2:5][CH:6]([C@@H:8]1[C@:25]2([CH3:26])[C@H:11]([C@H:12]3[C@H:22]([CH2:23][CH2:24]2)[C@:20]2([CH3:21])[C:15](=[C:16]([N+:28]([O-:30])=[O:29])[C:17](=[O:27])[CH2:18][CH2:19]2)[CH2:14][CH2:13]3)[CH2:10][CH2:9]1)[CH3:7] |f:2.3|. Procedure: The thioacetate prepared in Example 9A (65 mg, 0.15 mmol) was dissolved in 2 mL methanol and 1 mL THF with 0.3 mL of 1N LiOH. After stirring for 1 hour, 0.1 mL of acetic acid was added. The solution was extracted into ethyl acetate, washed with water and dried over magnesium sulfate. The product was dissolved into 1.0 ml acetic acid, heated to about 50° C. and concentrated in vacuo to give a light yellow solid (30 mg). Starting materials: N[C@H](C(=O)O)CC1=CC=C(C=C1)OCCC=1N=C(OC1C)C1=CC=C(C=C1)F ((2S)-2-amino-3-(4-{2-[2-(4-fluorophenyl)-5-methyl-1,3-oxazol-4-yl]ethoxy}phenyl)propanoic acid), C1(=CC=CC=C1)C(CC(CC)=O)=O ((phenyl)-1,3-pentanedione). The product is C(C)/C(=C/C(C1=CC=CC=C1)=O)/N[C@H](C(=O)O)CC1=CC=C(C=C1)OCCC=1N=C(OC1C)C1=CC=C(C=C1)F ((2S)-2-{[(Z)-1-ethyl-3-oxo-3-phenyl-1-propenyl]amino}-3-(4-{2-[2-(4-fluorophenyl)-5-methyl-1,3-oxazol-4-yl]ethoxy}phenyl)propanoic acid), Example 8. RXN SMILES: [NH2:1][C@@H:2]([CH2:6][C:7]1[CH:12]=[CH:11][C:10]([O:13][CH2:14][CH2:15][C:16]2[N:17]=[C:18]([C:22]3[CH:27]=[CH:26][C:25]([F:28])=[CH:24][CH:23]=3)[O:19][C:20]=2[CH3:21])=[CH:9][CH:8]=1)[C:3]([OH:5])=[O:4].[C:29]1([C:35](=[O:41])[CH2:36][C:37](=O)[CH2:38][CH3:39])[CH:34]=[CH:33][CH:32]=[CH:31][CH:30]=1>>[CH2:38](/[C:37](/[NH:1][C@@H:2]([CH2:6][C:7]1[CH:8]=[CH:9][C:10]([O:13][CH2:14][CH2:15][C:16]2[N:17]=[C:18]([C:22]3[CH:23]=[CH:24][C:25]([F:28])=[CH:26][CH:27]=3)[O:19][C:20]=2[CH3:21])=[CH:11][CH:12]=1)[C:3]([OH:5])=[O:4])=[CH:36]/[C:35](=[O:41])[C:29]1[CH:34]=[CH:33][CH:32]=[CH:31][CH:30]=1)[CH3:39]. Procedure: The title compound was prepared (as described above for the preparation of Example 2) from 75 mg (0.195 mmol) of Intermediate 46 and 34 mg (0.2 mmol) of Intermediate 16 to yield 32 mg of Example 8: TLC (DCM/MeOH, 4/1): Rf=0.63; 1H NMR (DMSO-d6, 300 MHz) δ11.57 (d, 1H, J=9.6), 7.97 (m, 2H), 7.86 (d, 1H, J=7.2), 7.42 (m, 5H), 7.18 (d, 2H, 8.4), 6.87 (d, 2H, J=8.4), 5.61 (s, 1H), 4.20 (t, 2H, J=6.6), 4.14 (m, 1H), 3.22 (m, 2H), 2.94 (t, 2H, J=6.6), 2.83 (dd, 1H, J=13.8, 9.3); low resolution MS (ES+... Starting materials: C1(\C=C/C(=O)O1)=O (maleic anhydride), C(C)(=O)OOC(C)(C)C (t-butyl peracetate), C(C=C)(=O)OCCCC (butyl acrylate), C(C)(=O)OOC(C)(C)C (t-butyl peracetate), 31. Solvent: C=1(C(=CC=CC1)C)C (xylene), C=1(C(=CC=CC1)C)C (xylene). Run at time 15 minute. The product is C(C=C)(=O)OCCCC.C1(\C=C/C(=O)O1)=O (Butyl Acrylate Maleic Anhydride). As a reaction SMILES: [C:1]1(=[O:7])[O:6][C:4](=[O:5])[CH:3]=[CH:2]1.[C:8]([O:12][CH2:13][CH2:14][CH2:15][CH3:16])(=[O:11])[CH:9]=[CH2:10].C(OOC(C)(C)C)(=O)C>C1(C)C(C)=CC=CC=1>[C:8]([O:12][CH2:13][CH2:14][CH2:15][CH3:16])(=[O:11])[CH:9]=[CH2:10].[C:4]1(=[O:5])[O:6][C:1](=[O:7])[CH:2]=[CH:3]1 |f:4.5|. Reported procedure: To a three liter, four necked, round bottomed flask equipped with a stirrer, thermometer, condenser and addition funnel is charged 600 g. of xylene. The flask contents are heated to 139°-140° C. while a monomer mixture of 225 g. maleic anhydride, 1275 g. butyl acrylate and 60 g. of 75% t-butyl peracetate is fed at a uniform rate over a period of 31/4 hours. The reaction mixture is held at 140° C. for 15 minutes and then chased with 6.0 g. of 75% t-butyl peracetate dissolved in 40 g. of xylene fe... The reactants are OC1CC(N(C1)C1=CC=C(C=C1)[N+](=O)[O-])C(=O)O (4-hydroxy-1-(4-nitrophenyl)pyrrolidine-2-carboxylic acid), CO (Methanol). Solvent: C1CCOC1 (THF). Reaction conditions: time 5 hour. The product is OCC1CC(CN1C1=CC=C(C=C1)[N+](=O)[O-])O (5-hydroxymethyl-1-(4-nitrophenyl)pyrrolidin-3-ol). Yield: 113.0%. RXN SMILES: [OH:1][CH:2]1[CH2:6][N:5]([C:7]2[CH:12]=[CH:11][C:10]([N+:13]([O-:15])=[O:14])=[CH:9][CH:8]=2)[CH:4]([C:16](O)=[O:17])[CH2:3]1.CO>C1COCC1>[OH:17][CH2:16][CH:4]1[N:5]([C:7]2[CH:8]=[CH:9][C:10]([N+:13]([O-:15])=[O:14])=[CH:11][CH:12]=2)[CH2:6][CH:2]([OH:1])[CH2:3]1. Procedure details: 5 g (19.8 mmol) of 4-hydroxy-1-(4-nitrophenyl)pyrrolidine-2-carboxylic acid were stirred in 50 ml of THF at 3° C. 60 ml (59 mmol) of borane-THF complex were added dropwise. The mixture was stirred at room temperature for 5 hours. Methanol was added slowly. The reaction mixture was evaporated to dryness. The product was precipitated from saturated sodium chloride solution, filtered off and dried under vacuum. 5.33 g of a yellow powder were obtained. Reactants: BrC1=CC=C(C=C1)C1(CC1)C1=NN=C2N1CCSC(C2)(C)CO[Si](C)(C)C(C)(C)C (3-[1-(4-Bromophenyl)cyclopropyl]-8-({[tert-butyl(dimethyl)silyl]oxy}methyl)-8-methyl-5,6,8,9-tetrahydro[1,2,4]triazolo[4,3-d][1,4]thiazepine), C(C)N1N=CC(=C1)B1OC(C)(C)C(C)(C)O1 (1-ethyl-1H-pyrazole-4-boronic acid pinacol ester), C([O-])([O-])=O.[K+].[K+] (potassium carbonate). The reagents and catalysts are C=1C=CC(=CC1)[P](C=2C=CC=CC2)(C=3C=CC=CC3)[Pd]([P](C=4C=CC=CC4)(C=5C=CC=CC5)C=6C=CC=CC6)([P](C=7C=CC=CC7)(C=8C=CC=CC8)C=9C=CC=CC9)[P](C=1C=CC=CC1)(C=1C=CC=CC1)C=1C=CC=CC1 (tetrakis(triphenylphosphine)palladium(0)). Run in COCCOC (1,2-dimethoxyethane), O (water), O (water). The product is [Si](C)(C)(C(C)(C)C)OCC1(CC=2N(CCS1)C(=NN2)C2(CC2)C2=CC=C(C=C2)C=2C=NN(C2)CC)C (8-({[Tert-butyl(dimethyl)silyl]oxy}methyl)-3-{1-[4-(1-ethyl-1H-pyrazol-4-yl)phenyl]cyclopropyl}-8-methyl-5,6,8,9-tetrahydro[1,2,4]triazolo[4,3-d][1,4]thiazepine). Yield: 96.1%. Reaction SMILES: Br[C:2]1[CH:7]=[CH:6][C:5]([C:8]2([C:11]3[N:15]4[CH2:16][CH2:17][S:18][C:19]([CH2:22][O:23][Si:24]([C:27]([CH3:30])([CH3:29])[CH3:28])([CH3:26])[CH3:25])([CH3:21])[CH2:20][C:14]4=[N:13][N:12]=3)[CH2:10][CH2:9]2)=[CH:4][CH:3]=1.[CH2:31]([N:33]1[CH:37]=[C:36](B2OC(C)(C)C(C)(C)O2)[CH:35]=[N:34]1)[CH3:32].C(=O)([O-])[O-].[K+].[K+]>COCCOC.O.C1C=CC([P]([Pd]([P](C2C=CC=CC=2)(C2C=CC=CC=2)C2C=CC=CC=2)([P](C2C=CC=CC=2)(C2C=CC=CC=2)C2C=CC=CC=2)[P](C2C=CC=CC=2)(C2C=CC=CC=2)C2C=CC=CC=2)(C2C=CC=CC=2)C2C=CC=CC=2)=CC=1>[Si:24]([O:23][CH2:22][C:19]1([CH3:21])[S:18][CH2:17][CH2:16][N:15]2[C:11]([C:8]3([C:5]4[CH:6]=[CH:7][C:2]([C:36]5[CH:35]=[N:34][N:33]([CH2:31][CH3:32])[CH:37]=5)=[CH:3][CH:4]=4)[CH2:10][CH2:9]3)=[N:12][N:13]=[C:14]2[CH2:20]1)([C:27]([CH3:30])([CH3:29])[CH3:28])([CH3:26])[CH3:25] |f:2.3.4,^1:63,65,84,103|. Procedure details: A solution of the compound (300 mg, 0.59 mmol) obtained in Example 16-4), 1-ethyl-1H-pyrazole-4-boronic acid pinacol ester (144 mg, 0.65 mmol), tetrakis(triphenylphosphine)palladium(0) (68 mg, 0.06 mmol), and potassium carbonate (163 mg, 1.18 mmol) in 1,2-dimethoxyethane (3 mL) and water (1.5 mL) was stirred at 120° C. for 1 h under microwave irradiation. The reaction mixture was cooled to room temperature, water (3 mL) was added to the reaction mixture, the mixture was extracted with ethyl acet... The reactants are crude material, C(#N)C1=CC=C(C(=O)NNC([C@@H]([C@@H](C)O)NC2=C(C(=C(C=C2)C#N)C(F)(F)F)C)=O)C=C1 (4-cyano-N′-((2R,3R)-2-(4-cyano-2-methyl-3-(trifluoromethyl)phenylamino)-3-hydroxybutanoyl)benzohydrazide), CC(C)(C)[Si](C)(C)Cl (TBDMS-Cl), N1C=NC=C1 (imidazole). Solvent: CN(C)C=O (DMF). Reaction conditions: temperature 0 celsius, time 30 minute. The product is [Si](C)(C)(C(C)(C)C)O[C@@H]([C@H](C(=O)NNC(C1=CC=C(C=C1)C#N)=O)NC1=C(C(=C(C=C1)C#N)C(F)(F)F)C)C (N′-((2R,3R)-3-(tert-butyldimethylsilyloxy)-2-(4-cyano-2-methyl-3-(trifluoromethyl)phenylamino)butanoyl)-4-cyanobenzohydrazide). Yield: 65.3%. RXN SMILES: [C:1]([C:3]1[CH:32]=[CH:31][C:6]([C:7]([NH:9][NH:10][C:11](=[O:30])[C@H:12]([NH:16][C:17]2[CH:22]=[CH:21][C:20]([C:23]#[N:24])=[C:19]([C:25]([F:28])([F:27])[F:26])[C:18]=2[CH3:29])[C@H:13]([OH:15])[CH3:14])=[O:8])=[CH:5][CH:4]=1)#[N:2].[CH3:33][C:34]([Si:37](Cl)([CH3:39])[CH3:38])([CH3:36])[CH3:35].N1C=CN=C1>CN(C=O)C>[Si:37]([O:15][C@H:13]([CH3:14])[C@@H:12]([NH:16][C:17]1[CH:22]=[CH:21][C:20]([C:23]#[N:24])=[C:19]([C:25]([F:28])([F:27])[F:26])[C:18]=1[CH3:29])[C:11]([NH:10][NH:9][C:7](=[O:8])[C:6]1[CH:5]=[CH:4][C:3]([C:1]#[N:2])=[CH:32][CH:31]=1)=[O:30])([C:34]([CH3:36])([CH3:35])[CH3:33])([CH3:39])[CH3:38]. Procedure details: The crude material 4-cyano-N′-((2R,3R)-2-(4-cyano-2-methyl-3-(trifluoromethyl)phenylamino)-3-hydroxybutanoyl)benzohydrazide (800 mg, 1.75 mmol) was added to DMF (40 mL), followed by addition of TBDMS-Cl (1.06 g, 7.00 mmol) and imidazole (954 mg, 14.01 mmol) at 0° C. The solution was allowed to stir at 0° C. for 30 min and then at room temperature for overnight. The reaction was quenched with the addition of 200 mL brine and extract with EtOAc. The resulting crude material was chromatographed to ... The reactants are ClC1=CC(=C(C=C1)[C@@]1([C@H](NC[C@H]1CC(C)(C)C)C1=C(C(=CC=C1)Cl)Cl)C#N)F ((2S,3S,4S)-3-(4-chloro-2-fluoro-phenyl)-2-(2,3-dichloro-phenyl)-4-(2,2-dimethyl-propyl)-pyrrolidine-3-carbonitrile), COC(C1=CC=C(C=C1)N=C=O)=O (4-isocyanato-benzoic acid methyl ester). Solvent: C(Cl)Cl (CH2Cl2). Reaction conditions: time 1 hour. Product: COC(C1=CC=C(C=C1)NC(=O)N1[C@@H]([C@@]([C@@H](C1)CC(C)(C)C)(C#N)C1=C(C=C(C=C1)Cl)F)C1=C(C(=CC=C1)Cl)Cl)=O (rac-4-{[(2S,3S,4S)-3-(4-chloro-2-fluoro-phenyl)-3-cyano-2-(2,3-dichloro-phenyl)-4-(2,2-dimethyl-propyl)-pyrrolidine-1-carbonyl]-amino}-benzoic acid methyl ester). Isolated yield 79.9%. As a reaction SMILES: [Cl:1][C:2]1[CH:7]=[CH:6][C:5]([C@@:8]2([C:26]#[N:27])[C@H:12]([CH2:13][C:14]([CH3:17])([CH3:16])[CH3:15])[CH2:11][NH:10][C@@H:9]2[C:18]2[CH:23]=[CH:22][CH:21]=[C:20]([Cl:24])[C:19]=2[Cl:25])=[C:4]([F:28])[CH:3]=1.[CH3:29][O:30][C:31](=[O:41])[C:32]1[CH:37]=[CH:36][C:35]([N:38]=[C:39]=[O:40])=[CH:34][CH:33]=1>C(Cl)Cl>[CH3:29][O:30][C:31](=[O:41])[C:32]1[CH:33]=[CH:34][C:35]([NH:38][C:39]([N:10]2[CH2:11][C@@H:12]([CH2:13][C:14]([CH3:17])([CH3:16])[CH3:15])[C@@:8]([C:5]3[CH:6]=[CH:7][C:2]([Cl:1])=[CH:3][C:4]=3[F:28])([C:26]#[N:27])[C@H:9]2[C:18]2[CH:23]=[CH:22][CH:21]=[C:20]([Cl:24])[C:19]=2[Cl:25])=[O:40])=[CH:36][CH:37]=1. Procedure details: A mixture of rac-4-{[(2S,3S,4S)-3-(4-chloro-2-fluoro-phenyl)-2-(2,3-dichloro-phenyl)-4-(2,2-dimethyl-propyl)-pyrrolidine-3-carbonitrile (88.0 mg, 0.20 mmol) and 4-isocyanato-benzoic acid methyl ester (Aldrich, 42.5 mg, 0.22 mmol) in CH2Cl2 (2 mL) was stirred at rt for 1 h. The reaction mixture was then concentrated and purified by flash column to give rac-4-{[(2S,3S,4S)-3-(4-chloro-2-fluoro-phenyl)-3-cyano-2-(2,3-dichloro-phenyl)-4-(2,2-dimethyl-propyl)-pyrrolidine-1-carbonyl]-amino}-benzoic aci...